This data is from the Open Reaction Database (ORD), a public repository of structured organic reaction records. The task is: describe an organic reaction: reactants, conditions, products, and yield Starting materials: O=C1Cc2cccc(F)c2N1CCF, O, O=[N+]([O-])O. Yields the product O=C1Cc2cc([N+](=O)[O-])cc(F)c2N1CCF. As a reaction SMILES: [F:1][c:2]1[cH:3][cH:4][cH:5][c:6]2[c:10]1[N:9]([CH2:11][CH2:12][F:13])[C:8](=[O:14])[CH2:7]2.[OH2:19].[OH:15][N+:16]([O-:17])=[O:18]>>[F:1][c:2]1[cH:3][c:4]([N+:16](=[O:15])[O-:17])[cH:5][c:6]2[c:10]1[N:9]([CH2:11][CH2:12][F:13])[C:8](=[O:14])[CH2:7]2.